Dataset: the Open Reaction Database (ORD), a public repository of structured organic reaction records. Task: describe an organic reaction: reactants, conditions, products, and yield Reactants: CO, c12c(c(ccn2)Cl)cccc1OC. The reagents and catalysts are c1ccc(cc1)-c2c3ccccc3cc4ccccc24 (9-Phenylanthracene), C(=O)([O-])[O-].[K+].[K+] (K2CO3), P(c1ccccc1)(c1ccccc1)CCCP(c1ccccc1)c1ccccc1 (dppp / Pd(OAc)2), C(O[Pd]OC(C)=O)(C)=O (Pd(OAc)2). The solvent is CO (MeOH). Reaction conditions: temperature 90 celsius, time 18 hour. The product is COC(=O)c1ccnc2c(OC)cccc12. As a reaction SMILES: [CH3:1][O:2][c:3]1[c:12]([c:7]2[cH:6][cH:5][cH:4]1)[n:11][cH:10][cH:9][c:8]2Cl.[CH3:13][OH:14]>>[CH3:13][O:14]C([c:8]1[c:7]([c:12]2[n:11][cH:10][cH:9]1)[cH:6][cH:5][cH:4][c:3]2[O:2][CH3:1])=O.